This data is from the Open Reaction Database (ORD), a public repository of structured organic reaction records. The task is: describe an organic reaction: reactants, conditions, products, and yield The reactants are CC(C)(C)OC(=O)CBr, CC12CCC3C(=CC=C4CC(O[Si](C)(C)C(C)(C)C)CC(O[Si](C)(C)C(C)(C)C)C43C)C1CC=C2CO, C1COCCOCCOCCOCCO1, CCOC(C)=O, [H-], [Na+], C1CCOC1. Product: CC(C)(C)OC(=O)COCC1=CCC2C3=CC=C4CC(O[Si](C)(C)C(C)(C)C)CC(O[Si](C)(C)C(C)(C)C)C4(C)C3CCC12C. RXN SMILES: [Br:55][CH2:56][C:57](=[O:58])[O:59][C:60]([CH3:61])([CH3:62])[CH3:63].[C:1]([CH3:2])([CH3:3])([CH3:4])[Si:5]([O:6][CH:7]1[CH2:8][CH:9]([O:28][Si:29]([CH3:30])([CH3:31])[C:32]([CH3:33])([CH3:34])[CH3:35])[CH2:10][C:11]2=[CH:12][CH:13]=[C:14]3[CH:15]4[CH2:16][CH:17]=[C:18]([CH2:26][OH:27])[C:19]4([CH3:20])[CH2:21][CH2:22][CH:23]3[C:24]12[CH3:25])([CH3:36])[CH3:37].[CH2:40]1[O:41][CH2:42][CH2:43][O:44][CH2:45][CH2:46][O:47][CH2:48][CH2:49][O:50][CH2:51][CH2:52][O:53][CH2:54]1.[CH3:69][CH2:70][O:71][C:72](=[O:73])[CH3:74].[H-:38].[Na+:39].[O:64]1[CH2:65][CH2:66][CH2:67][CH2:68]1>>[C:1]([CH3:2])([CH3:3])([CH3:4])[Si:5]([O:6][CH:7]1[CH2:8][CH:9]([O:28][Si:29]([CH3:30])([CH3:31])[C:32]([CH3:33])([CH3:34])[CH3:35])[CH2:10][C:11]2=[CH:12][CH:13]=[C:14]3[CH:15]4[CH2:16][CH:17]=[C:18]([CH2:26][O:27][CH2:56][C:57](=[O:58])[O:59][C:60]([CH3:61])([CH3:62])[CH3:63])[C:19]4([CH3:20])[CH2:21][CH2:22][CH:23]3[C:24]12[CH3:25])([CH3:36])[CH3:37]. Starting materials: ClCC1=CC(=C(OCC=2N=C(OC2C)C=2OC=CC2)C=C1)OC (4-(4-chloromethyl-2-methoxyphenoxy)methyl-5-methyl-2-(2-furyl)-1,3-oxazole), C(C1=CC=CC=C1)N1N=C(C(=C1)C(=O)OCC)O (ethyl 1-benzyl-3-hydroxy-1H-pyrazole-4-carboxylate), C([O-])([O-])=O.[K+].[K+] (potassium carbonate), CN(C=O)C (N,N-dimethylformamide). Run in O (Water). Conditions: temperature 80 celsius, time 15 hour. The product is C(C1=CC=CC=C1)N1N=C(C(=C1)C(=O)OCC)OCC1=CC(=C(C=C1)OCC=1N=C(OC1C)C=1OC=CC1)OC (ethyl 1-benzyl-3-[(4-{[2-(2-furyl)-5-methyl-1,3-oxazol-4-yl]methoxy}-3-methoxybenzyl)oxy]-1H-pyrazole-4-carboxylate). Isolated yield 85.8%. RXN SMILES: Cl[CH2:2][C:3]1[CH:21]=[CH:20][C:6]([O:7][CH2:8][C:9]2[N:10]=[C:11]([C:15]3[O:16][CH:17]=[CH:18][CH:19]=3)[O:12][C:13]=2[CH3:14])=[C:5]([O:22][CH3:23])[CH:4]=1.[CH2:24]([N:31]1[CH:35]=[C:34]([C:36]([O:38][CH2:39][CH3:40])=[O:37])[C:33]([OH:41])=[N:32]1)[C:25]1[CH:30]=[CH:29][CH:28]=[CH:27][CH:26]=1.C(=O)([O-])[O-].[K+].[K+].CN(C)C=O>O>[CH2:24]([N:31]1[CH:35]=[C:34]([C:36]([O:38][CH2:39][CH3:40])=[O:37])[C:33]([O:41][CH2:2][C:3]2[CH:21]=[CH:20][C:6]([O:7][CH2:8][C:9]3[N:10]=[C:11]([C:15]4[O:16][CH:17]=[CH:18][CH:19]=4)[O:12][C:13]=3[CH3:14])=[C:5]([O:22][CH3:23])[CH:4]=2)=[N:32]1)[C:25]1[CH:26]=[CH:27][CH:28]=[CH:29][CH:30]=1 |f:2.3.4|. Procedure details: A mixture of 4-(4-chloromethyl-2-methoxyphenoxy)methyl-5-methyl-2-(2-furyl)-1,3-oxazole (1.94 g), ethyl 1-benzyl-3-hydroxy-1H-pyrazole-4-carboxylate (1.31 g), potassium carbonate (0.73 g) and N,N-dimethylformamide (50 mL) was stirred at 80° C. for 15 hrs. Water was poured into the reaction mixture, and the mixture was extracted with ethyl acetate. The ethyl acetate layer was washed with saturated brine, dried over anhydrous magnesium sulfate and concentrated. The residue was subjected to silica ... Starting materials: ClC1=C(C=CC=C1Cl)N1CCNCC1 (2,3-Dichlorophenyl piperazine), ClCC#N (chloroacetonitrile), C([O-])([O-])=O.[K+].[K+] (potassium carbonate). Run in C(C)#N (acetonitrile). The product is ClC1=C(C=CC=C1Cl)N1CCN(CC1)CC#N (4-(2,3-dichlorophenyl)-1-piperazineacetonitrile). The yield is 93.4%. Reaction SMILES: [Cl:1][C:2]1[C:7]([Cl:8])=[CH:6][CH:5]=[CH:4][C:3]=1[N:9]1[CH2:14][CH2:13][NH:12][CH2:11][CH2:10]1.Cl[CH2:16][C:17]#[N:18].C(=O)([O-])[O-].[K+].[K+]>C(#N)C>[Cl:1][C:2]1[C:7]([Cl:8])=[CH:6][CH:5]=[CH:4][C:3]=1[N:9]1[CH2:14][CH2:13][N:12]([CH2:16][C:17]#[N:18])[CH2:11][CH2:10]1 |f:2.3.4|. Reported procedure: 2,3-Dichlorophenyl piperazine (5.0 g, 0.0216 mol), chloroacetonitrile (1.37 mL, 0.0216 mol), and potassium carbonate (K2CO3) (14.95 g, 0.108 mol) are combined in acetonitrile and heated to reflux for 18 hours. The reaction mixture is concentrated in vacuo and the resulting residue is partitioned between water (H2O) and dichloromethane. The organic layer is dried (sodium sulfate) and concentrated to give 5.45 g of the title compound as a yellow solid; mp 89°-92° C. Starting materials: CC1([C@H]([C@@H]1C=1C=NC(=NC1)C(C)(C)C)C(=O)O)C (trans-2,2-dimethyl-3-[2-(2-methylprop-2-yl) pyrimidin-5-yl]cyclopropane carboxylic acid), O(C1=CC=CC=C1)C=1C=C(CBr)C=CC1 (3-phenoxybenzylbromide), C([O-])([O-])=O.[K+].[K+] (potassium carbonate). Solvent: CC(=O)C (acetone). Conditions: time 16 hour. Yields the product CC1([C@H]([C@@H]1C=1C=NC(=NC1)C(C)(C)C)C(=O)OCC1=CC(=CC=C1)OC1=CC=CC=C1)C (3-phenoxybenzyl trans-2,2-dimethyl-3-[2-(2-methylprop-2-yl)-pyrimidin-5-yl]cyclopropane carboxylate). The yield is 92.3%. RXN SMILES: [CH3:1][C:2]1([CH3:18])[C@@H:4]([C:5]2[CH:6]=[N:7][C:8]([C:11]([CH3:14])([CH3:13])[CH3:12])=[N:9][CH:10]=2)[C@@H:3]1[C:15]([OH:17])=[O:16].[O:19]([C:26]1[CH:27]=[C:28]([CH:31]=[CH:32][CH:33]=1)[CH2:29]Br)[C:20]1[CH:25]=[CH:24][CH:23]=[CH:22][CH:21]=1.C(=O)([O-])[O-].[K+].[K+]>CC(C)=O>[CH3:1][C:2]1([CH3:18])[C@@H:4]([C:5]2[CH:6]=[N:7][C:8]([C:11]([CH3:12])([CH3:13])[CH3:14])=[N:9][CH:10]=2)[C@@H:3]1[C:15]([O:17][CH2:29][C:28]1[CH:31]=[CH:32][CH:33]=[C:26]([O:19][C:20]2[CH:25]=[CH:24][CH:23]=[CH:22][CH:21]=2)[CH:27]=1)=[O:16] |f:2.3.4|. Procedure details: A mixture of trans-2,2-dimethyl-3-[2-(2-methylprop-2-yl) pyrimidin-5-yl]cyclopropane carboxylic acid (500 mg), 3-phenoxybenzylbromide 552 mg), anhydrous potassium carbonate (304 mg) and acetone (10 cm3) was heated at the reflux temperature for 2 hours with stirring after which it was kept at the ambient temperature for 16 hours. After removing the solid precipitate by filtration the filtrate was concentrated by evaporation under reduced pressure. The residual oil was subjected to high performanc... Reactants: C(C)(=O)CCCO (3-acetylpropanol), N1=CC=CC=C1 (pyridine), Cl.N1=CC=CC=C1 (Pyridine hydrochloride), Cl.N1=CC=CC=C1 (pyridine hydrochloride), C(C)(=O)Cl (acetyl chloride). Solvent: C(Cl)Cl (methylene chloride), O (water). Reaction conditions: temperature 40 celsius, time 15 minute. Product: C(C)(=O)OCCCC(C)=O (3-Acetylpropyl Acetate). As a reaction SMILES: [C:1]([CH2:4][CH2:5][CH2:6][OH:7])(=[O:3])[CH3:2].N1C=CC=CC=1.[C:14](Cl)(=[O:16])[CH3:15].Cl.N1C=CC=CC=1>O.C(Cl)Cl>[C:14]([O:7][CH2:6][CH2:5][CH2:4][C:1](=[O:3])[CH3:2])(=[O:16])[CH3:15] |f:3.4|. Reported procedure: To a 1 liter 3-neck round bottom flask equipped with a stirrer, thermometer, condenser and addition funnel, was added 102 grams (1 mole) of 3-acetylpropanol, 125 mls of pyridine and 600 mls of methylene chloride. With ice cooling and good agitation, 78.5 grams (1 mole) of acetyl chloride was added slowly from the addition funnel while holding the temperature at 25° C. or below. Pyridine hydrochloride began coming out of solution about 1/3 of the way through the addition. After the addition was c... The reactants are ClCC1=C(C=CC2=CC=CC=C12)C (1-chloromethyl-2-methylnaphthalene), COP(OC)OC (trimethylphosphite). Yields the product CC1=C(C2=CC=CC=C2C=C1)CP(OC)(OC)=O ((2-Methyl-1-naphthalenylmethyl)phosphonic acid, dimethyl ester). Isolated yield 59.1%. Reaction SMILES: Cl[CH2:2][C:3]1[C:12]2[C:7](=[CH:8][CH:9]=[CH:10][CH:11]=2)[CH:6]=[CH:5][C:4]=1[CH3:13].[CH3:14][O:15][P:16]([O:19]C)[O:17][CH3:18]>>[CH3:13][C:4]1[CH:5]=[CH:6][C:7]2[C:12](=[CH:11][CH:10]=[CH:9][CH:8]=2)[C:3]=1[CH2:2][P:16](=[O:19])([O:17][CH3:18])[O:15][CH3:14]. Procedure details: A solution of 1-chloromethyl-2-methylnaphthalene (9.50 g, 0.050M) in trimethylphosphite (15 mL, 15.8 g, 0.13 M) is heated at reflux temperature for 48 hours. Excess trimethylphosphite is removed under reduced pressure, giving a yellow oil which is chromatographed over silica gel (40-63 μ, 400 g, 50 mL fractions) using ethyl acetate for elution of the column. Fractions 18-21 are pooled and after concentration gave a white solid (7.78 g). Recrystallization from ether-pentane gave title compound (6... Reactants: C1(=CC=CC=C1)N1C(=NC=C1)S(=O)CC(=O)C=1C=C2CCC(NC2=CC1)=O (6-[2-(1-phenyl-2-imidazolyl)sulfinylacetyl]-3,4-dihydrocarbostyril), C(Cl)(Cl)Cl (chloroform), [Mn](=O)(=O)(=O)[O-].[K+] (potassium permanganate). The solvent is C(C)(=O)O (acetic acid), O (water). Run at time 2 day. Product: C1(=CC=CC=C1)N1C(=NC=C1)S(=O)(=O)CC(=O)C=1C=C2CCC(NC2=CC1)=O (6-[2-(1-phenyl-2-imidazolyl)sulfonylacetyl]-3,4-dihydrocarbostyril). RXN SMILES: [C:1]1([N:7]2[CH:11]=[CH:10][N:9]=[C:8]2[S:12]([CH2:14][C:15]([C:17]2[CH:18]=[C:19]3[C:24](=[CH:25][CH:26]=2)[NH:23][C:22](=[O:27])[CH2:21][CH2:20]3)=[O:16])=[O:13])[CH:6]=[CH:5][CH:4]=[CH:3][CH:2]=1.[Mn]([O-])(=O)(=O)=[O:29].[K+].C(Cl)(Cl)Cl>C(O)(=O)C.O>[C:1]1([N:7]2[CH:11]=[CH:10][N:9]=[C:8]2[S:12]([CH2:14][C:15]([C:17]2[CH:18]=[C:19]3[C:24](=[CH:25][CH:26]=2)[NH:23][C:22](=[O:27])[CH2:21][CH2:20]3)=[O:16])(=[O:29])=[O:13])[CH:2]=[CH:3][CH:4]=[CH:5][CH:6]=1 |f:1.2|. Procedure details: 3.79 Grams (10 mM) of 6-[2-(1-phenyl-2-imidazolyl)sulfinylacetyl]-3,4-dihydrocarbostyril was dissolved in a mixture of 240 ml of acetic acid with 100 ml of water, then 5.06 g (32 mM) of potassium permanganate was added thereto. This mixture was stirred at room temperature for 2 days. After the reaction was completed, chloroform was added to the reaction mixture and filtered with Celite (a trademark for distomaceous earth product, manufactured by Johns-Manville Products Corp.). The filtrate was w... Starting materials: C=O, CSCCC(OC(C)=O)C(=O)O, CSCC=COC(C)=O, CO, Cc1ccccc1, C1CCOC1. The product is CSCCC(OC(C)=O)C(O)=S. Reaction SMILES: [C:12]=[O:13].[C:14]([CH3:15])(=[O:16])[O:17][CH:18]([C:19](=[O:20])[OH:21])[CH2:22][CH2:23][S:24][CH3:25].[C:1]([O:2][CH:3]=[CH:4][CH2:5][S:8][CH3:6])(=[O:7])[CH3:9].[CH3:10][OH:11].[CH3:31][c:32]1[cH:33][cH:34][cH:35][cH:36][cH:37]1.[O:26]1[CH2:27][CH2:28][CH2:29][CH2:30]1>>[S:8]=[C:19]([CH:18]([O:17][C:14]([CH3:15])=[O:16])[CH2:22][CH2:23][S:24][CH3:25])[OH:20]. The reactants are CC(C)(C)NS(=O)(=O)c1cccc(-c2cc(-c3nc(-c4ccc(Cl)cc4)cc(C(F)(F)F)n3)ccn2)c1, ClCCl, O=C(O)C(F)(F)F. Product: NS(=O)(=O)c1cccc(-c2cc(-c3nc(-c4ccc(Cl)cc4)cc(C(F)(F)F)n3)ccn2)c1. As a reaction SMILES: [C:1]([CH3:2])([CH3:3])([CH3:4])[NH:5][S:6](=[O:7])(=[O:8])[c:9]1[cH:10][c:11](-[c:15]2[n:16][cH:17][cH:18][c:19](-[c:21]3[n:22][c:23]([C:34]([F:35])([F:36])[F:37])[cH:24][c:25](-[c:27]4[cH:28][cH:29][c:30]([Cl:33])[cH:31][cH:32]4)[n:26]3)[cH:20]2)[cH:12][cH:13][cH:14]1.[Cl:45][CH2:46][Cl:47].[F:38][C:39]([F:40])([F:41])[C:42]([OH:43])=[O:44]>>[NH2:5][S:6](=[O:7])(=[O:8])[c:9]1[cH:10][c:11](-[c:15]2[n:16][cH:17][cH:18][c:19](-[c:21]3[n:22][c:23]([C:34]([F:35])([F:36])[F:37])[cH:24][c:25](-[c:27]4[cH:28][cH:29][c:30]([Cl:33])[cH:31][cH:32]4)[n:26]3)[cH:20]2)[cH:12][cH:13][cH:14]1. Reactants: C(C)OC(=O)C1=CC=2C(=CN=C(C2)Cl)N1 (5-chloro-1H-pyrrolo[2,3-c]pyridine-2-carboxylic acid ethyl ester), [OH-].[Na+] (sodium hydroxide). Solvent: C(C)O (ethanol). Product: ClC=1C=C2C(=CN1)NC(=C2)C(=O)O (5-Chloro-1H-pyrrolo[2,3-c]pyridine-2-carboxylic acid). As a reaction SMILES: C([O:3][C:4]([C:6]1[NH:15][C:9]2=[CH:10][N:11]=[C:12]([Cl:14])[CH:13]=[C:8]2[CH:7]=1)=[O:5])C.[OH-].[Na+]>C(O)C>[Cl:14][C:12]1[CH:13]=[C:8]2[CH:7]=[C:6]([C:4]([OH:5])=[O:3])[NH:15][C:9]2=[CH:10][N:11]=1 |f:1.2|. Procedure: Route A: To a solution of 5-chloro-1H-pyrrolo[2,3-c]pyridine-2-carboxylic acid ethyl ester (Preparation 17, 1.78 g, 7.9 mmol) in ethanol (70 mL) was added sodium hydroxide solution (5.2 mL, 2M, 10.3 mmol) and the mixture heated under reflux for 2 h. The solvent was removed in vacuo and the solid dissolved in water (150 mL) and acidified to pH 4 with acetic acid to give the title compound as a brown solid that was isolated by filtration. δH (CD3OD): 7.13 (1H, s), 7.68 (1H, s), 8.58 (1H, s); m/z (...